Dataset: the Open Reaction Database (ORD), a public repository of structured organic reaction records. Task: describe an organic reaction: reactants, conditions, products, and yield The reactants are NC1=C(C=CC(=C1)CC)O (2-amino-4-ethylphenol), NC(=O)N (urea), Cl (HCl). Conditions: temperature 180 celsius. The product is C(C)C=1C=CC2=C(NC(O2)=O)C1 (5-ethyl -2-benzoxazolinone). The yield is 60.5%. RXN SMILES: [NH2:1][C:2]1[CH:7]=[C:6]([CH2:8][CH3:9])[CH:5]=[CH:4][C:3]=1[OH:10].N[C:12](N)=[O:13].Cl>>[CH2:8]([C:6]1[CH:5]=[CH:4][C:3]2[O:10][C:12](=[O:13])[NH:1][C:2]=2[CH:7]=1)[CH3:9]. Procedure: 8.2 g (0.06 M) 2-amino-4-ethylphenol and 5.4 g (0.09 M) urea were thoroughly mixed and heated in an oil bath to 180° C. for 2.0 hours. Thereafter the mixture was allowed to cool to 100° C. HCl solution (1.0 normal) was added to the mixture while stirring and the mixture was cooled to room temperature. The cooled mixture was extracted three times with methylene chloride. The combined organic phases were dried and stripped in vacuum. The sample yielded 5.9 g dark solid with a melting point of 75°-... The reactants are C1(N(C(C2=CC=CC=C12)=O)C1CC2=CC=C(C=C2C1)C(C(C)C)=O)=O (2-(1,3-isoindolinedion-2-yl)-5-(2-methylpropionyl)indane), C[Si](C)(C)[N-][Si](C)(C)C.[Li+] (Lithium bis(trimethylsilyl)amide), 1,1,1,3,3,3-hexamethylsilazane, C(CCC)[Li] (n-butyl lithium), BrCC(=O)OC (methyl bromoacetate), [Cl-].[NH4+] (ammonium chloride). Run in O1CCCC1 (tetrahydrofuran), O1CCCC1 (tetrahydrofuran), O1CCCC1 (tetrahydrofuran). Conditions: temperature -40 celsius, time 15 minute. Product: C1(N(C(C2=CC=CC=C12)=O)C1CC2=CC=C(C=C2C1)C(C(CC(=O)OC)(C)C)=O)=O (2-(1,3-isoindolinedion-2-yl)-5-(2,2-dimethyl-3-methoxycarbonyl-propionyl)indane). The yield is 51.3%. Reaction SMILES: C[Si]([N-][Si](C)(C)C)(C)C.[Li+].C([Li])CCC.[C:16]1(=[O:40])[C:24]2[C:19](=[CH:20][CH:21]=[CH:22][CH:23]=2)[C:18](=[O:25])[N:17]1[CH:26]1[CH2:34][C:33]2[C:28](=[CH:29][CH:30]=[C:31]([C:35](=[O:39])[CH:36]([CH3:38])[CH3:37])[CH:32]=2)[CH2:27]1.Br[CH2:42][C:43]([O:45][CH3:46])=[O:44].[Cl-].[NH4+]>O1CCCC1>[C:16]1(=[O:40])[C:24]2[C:19](=[CH:20][CH:21]=[CH:22][CH:23]=2)[C:18](=[O:25])[N:17]1[CH:26]1[CH2:34][C:33]2[C:28](=[CH:29][CH:30]=[C:31]([C:35](=[O:39])[C:36]([CH3:37])([CH3:38])[CH2:42][C:43]([O:45][CH3:46])=[O:44])[CH:32]=2)[CH2:27]1 |f:0.1,5.6|. Procedure: Lithium bis(trimethylsilyl)amide prepared from 1.78 g of 1,1,1,3,3,3-hexamethylsilazane and n-butyl lithium (6.9 ml of 1.6M hexane solution), dissolved in 50 ml of tetrahydrofuran was cooled to -40° C., and 3.30 g of 2-(1,3-isoindolinedion-2-yl)-5-(2-methylpropionyl)indane dissolved in 50 ml of tetrahydrofuran was added dropwise thereto over 15 minutes. The mixture was stirred at 0° C. for 20 minutes and cooled to -30° C. To the mixture was added dropwise 1.68 g of methyl bromoacetate dissolved ... The reactants are NC1CCN(Cc2ccccc2)C1, C1COCCO1, CC(C)(C)[O-], CCOC(C)=O, COc1ccc2nc(Cl)cc(C)c2c1, [Na+], O=C(C=Cc1ccccc1)C=Cc1ccccc1, O=C(C=Cc1ccccc1)C=Cc1ccccc1, O=C(C=Cc1ccccc1)C=Cc1ccccc1, O, [Pd], [Pd]. Product: COc1ccc2nc(NC3CCN(Cc4ccccc4)C3)cc(C)c2c1. Reaction SMILES: [CH2:15]([c:16]1[cH:17][cH:18][cH:19][cH:20][cH:21]1)[N:22]1[CH2:23][CH:24]([NH2:27])[CH2:25][CH2:26]1.[CH2:28]1[O:29][CH2:30][CH2:31][O:32][CH2:33]1.[CH3:34][C:35]([CH3:36])([O-:37])[CH3:38].[CH3:40][CH2:41][O:42][C:43](=[O:44])[CH3:45].[Cl:1][c:2]1[n:3][c:4]2[cH:5][cH:6][c:7]([O:13][CH3:14])[cH:8][c:9]2[c:10]([CH3:12])[cH:11]1.[Na+:39].[O:49]=[C:50]([CH:51]=[CH:52][c:53]1[cH:54][cH:55][cH:56][cH:57][cH:58]1)[CH:59]=[CH:60][c:61]1[cH:62][cH:63][cH:64][cH:65][cH:66]1.[O:67]=[C:68]([CH:69]=[CH:70][c:71]1[cH:72][cH:73][cH:74][cH:75][cH:76]1)[CH:77]=[CH:78][c:79]1[cH:80][cH:81][cH:82][cH:83][cH:84]1.[O:85]=[C:86]([CH:87]=[CH:88][c:89]1[cH:90][cH:91][cH:92][cH:93][cH:94]1)[CH:95]=[CH:96][c:97]1[cH:98][cH:99][cH:100][cH:101][cH:102]1.[OH2:46].[Pd:47].[Pd:48]>>[c:2]1([NH:27][CH:24]2[CH2:23][N:22]([CH2:15][c:16]3[cH:17][cH:18][cH:19][cH:20][cH:21]3)[CH2:26][CH2:25]2)[n:3][c:4]2[cH:5][cH:6][c:7]([O:13][CH3:14])[cH:8][c:9]2[c:10]([CH3:12])[cH:11]1. The reactants are CC([O-])CC (sec-butoxide), 2-(2-trimethylsilylethoxymethyl)-4-chloro-5-(3-alkoxy-4-methoxybenzylamino)-6-nitro-3(2H)pyridazinones, C[Si](CCOCN1N=C(C(=C(C1=O)Cl)NCC1=CC(=C(C=C1)OC)OCC)OC(C)CC)(C)C (2-(2-trimethylsilylethoxymethy)-4-chloro-5-(3-ethoxy-4-methoxybenzylamino)-6-sec-butoxy-3(2H)pyridazinone), C[Si](CCOCN1N=C(C(=C(C1=O)Cl)NCC1=CC(=C(C=C1)OC)OC)OC(C)CC)(C)C (2-(2-trimethylsilylethoxymethyl)-4-chloro-5-(3,4-dimethoxybenzylamino)-6-sec-butoxy-3(2H)pyridazinone). Yields the product C[Si](CCOCN1N=C(C(=C(C1=O)Cl)NCC1=CC(=C(C=C1)OC)OCC)OC)(C)C (2-(2-trimethylsilylethoxymethy)-4-chloro-5-(3-ethoxy-4-methoxybenzylamino)-6-methoxy-3(2H)pyridazinone). Reaction SMILES: CC(CC)[O-].[CH3:6][Si:7]([CH3:39])([CH3:38])[CH2:8][CH2:9][O:10][CH2:11][N:12]1[C:17](=[O:18])[C:16]([Cl:19])=[C:15]([NH:20][CH2:21][C:22]2[CH:27]=[CH:26][C:25]([O:28][CH3:29])=[C:24]([O:30][CH2:31][CH3:32])[CH:23]=2)[C:14]([O:33][CH:34](CC)C)=[N:13]1.C[Si](C)(C)CCOCN1C(=O)C(Cl)=C(NCC2C=CC(OC)=C(OC)C=2)C(OC(CC)C)=N1>>[CH3:39][Si:7]([CH3:6])([CH3:38])[CH2:8][CH2:9][O:10][CH2:11][N:12]1[C:17](=[O:18])[C:16]([Cl:19])=[C:15]([NH:20][CH2:21][C:22]2[CH:27]=[CH:26][C:25]([O:28][CH3:29])=[C:24]([O:30][CH2:31][CH3:32])[CH:23]=2)[C:14]([O:33][CH3:34])=[N:13]1. Procedure: In the same manner as above, by using sec-butoxide instead of sodium methoxide, 2-(2-trimethylsilylethoxymethy)-4-chloro-5-(3-ethoxy-4-methoxybenzylamino)-6-sec-butoxy-3(2H)pyridazinone (oily substance) and 2-(2-trimethylsilylethoxymethyl)-4-chloro-5-(3,4-dimethoxybenzylamino)-6-sec-butoxy-3(2H)pyridazinone (oily substance), were prepared from the corresponding 2-(2-trimethylsilylethoxymethyl)-4-chloro-5-(3-alkoxy-4-methoxybenzylamino)-6-nitro-3(2H)pyridazinones.